From a dataset of the Open Reaction Database (ORD), a public repository of structured organic reaction records. describe an organic reaction: reactants, conditions, products, and yield Starting materials: O=c1[nH]nc(-c2ccc(Cl)cc2)n1Cc1ccccc1, CI, CCO, [Na+], [OH-]. Product: Cn1nc(-c2ccc(Cl)cc2)n(Cc2ccccc2)c1=O. As a reaction SMILES: [CH2:1]([c:2]1[cH:3][cH:4][cH:5][cH:6][cH:7]1)[n:8]1[c:9](=[O:20])[nH:10][n:11][c:12]1-[c:13]1[cH:14][cH:15][c:16]([Cl:19])[cH:17][cH:18]1.[CH3:23][I:24].[CH3:25][CH2:26][OH:27].[Na+:22].[OH-:21]>>[CH2:1]([c:2]1[cH:3][cH:4][cH:5][cH:6][cH:7]1)[n:8]1[c:9](=[O:20])[n:10]([CH3:23])[n:11][c:12]1-[c:13]1[cH:14][cH:15][c:16]([Cl:19])[cH:17][cH:18]1. The reactants are COC(=O)C1CN(Cc2ccccc2)CC1c1ccc(F)cc1F, CCO, [H][H]. Product: COC(=O)C1CNCC1c1ccc(F)cc1F. As a reaction SMILES: [CH2:1]([c:2]1[cH:3][cH:4][cH:5][cH:6][cH:7]1)[N:8]1[CH2:9][CH:10]([C:21](=[O:22])[O:23][CH3:24])[CH:11]([c:13]2[c:14]([F:20])[cH:15][c:16]([F:19])[cH:17][cH:18]2)[CH2:12]1.[CH3:27][CH2:28][OH:29].[H:25][H:26]>>[NH:8]1[CH2:9][CH:10]([C:21](=[O:22])[O:23][CH3:24])[CH:11]([c:13]2[c:14]([F:20])[cH:15][c:16]([F:19])[cH:17][cH:18]2)[CH2:12]1.